This data is from the Open Reaction Database (ORD), a public repository of structured organic reaction records. The task is: describe an organic reaction: reactants, conditions, products, and yield The reactants are CCO, NN, O=C(Nc1ccc(-n2ncn(-c3ccc(OCC(F)(F)C(F)F)cc3)c2=O)cc1)Oc1ccccc1, C1CCOC1, O. Reaction SMILES: [CH3:37][CH2:38][OH:39].[NH2:41][NH2:42].[O:1]=[c:2]1[n:3](-[c:23]2[cH:24][cH:25][c:26]([O:29][CH2:30][C:31]([CH:32]([F:33])[F:34])([F:35])[F:36])[cH:27][cH:28]2)[cH:4][n:5][n:6]1-[c:7]1[cH:8][cH:9][c:10]([NH:13][C:14]([O:15][c:17]2[cH:18][cH:19][cH:20][cH:21][cH:22]2)=[O:16])[cH:11][cH:12]1.[O:43]1[CH2:44][CH2:45][CH2:46][CH2:47]1.[OH2:40]>>[O:1]=[c:2]1[n:3](-[c:23]2[cH:24][cH:25][c:26]([O:29][CH2:30][C:31]([CH:32]([F:33])[F:34])([F:35])[F:36])[cH:27][cH:28]2)[cH:4][n:5][n:6]1-[c:7]1[cH:8][cH:9][c:10]([NH:13][C:14](=[O:15])[NH:41][NH2:42])[cH:11][cH:12]1. Yields the product NNC(=O)Nc1ccc(-n2ncn(-c3ccc(OCC(F)(F)C(F)F)cc3)c2=O)cc1.